This data is from the Open Reaction Database (ORD), a public repository of structured organic reaction records. The task is: describe an organic reaction: reactants, conditions, products, and yield Starting materials: [BH4-].[Na+] (sodium borohydride), C(C)N1N=CC=C1C=O (1-ethyl-1H-pyrazole-5-carbaldehyde). Solvent: CO (methanol), CO (methanol). Run at time 2.5 hour. Yields the product C(C)N1N=CC=C1CO ((1-ethyl-1H-pyrazol-5-yl)methanol), oil. Isolated yield 70.0%. Reaction SMILES: [BH4-].[Na+].[CH2:3]([N:5]1[C:9]([CH:10]=[O:11])=[CH:8][CH:7]=[N:6]1)[CH3:4]>CO>[CH2:3]([N:5]1[C:9]([CH2:10][OH:11])=[CH:8][CH:7]=[N:6]1)[CH3:4] |f:0.1|. Procedure details: To a solution of sodium borohydride (686 mg, 18.1 mmol) in methanol (40 mL) was added a solution of 1-ethyl-1H-pyrazole-5-carbaldehyde (1.5 g, 12.1 mmol) in methanol (10 mL) at 0° C. The mixture was stirred for 2.5 hours at room temperature. The solvent was evaporated, water was added, and the mixture was extracted 3 times with ethyl acetate. The combined organic phases were washed with brine and dried over sodium sulfate. After evaporation of solvent, (1-ethyl-1H-pyrazol-5-yl)methanol was obtai... Starting materials: ClCOCCOC (1-chloromethoxy-2-methoxy-ethane), ClC1=NC2=C(N1)C=CC=C2Cl (2,4-dichloro-1H-benzoimidazole), C1CCOC1 (THF), CCN(C(C)C)C(C)C (DIPEA). Run in CCOC(=O)C (EtOAc). Conditions: time 18 hour. The product is ClC1=NC2=C(N1COCCOC)C=CC=C2Cl (2,4-Dichloro-1-(2-methoxy-ethoxymethyl)-1H-benzoimidazole). RXN SMILES: [Cl:1][C:2]1[NH:6][C:5]2[CH:7]=[CH:8][CH:9]=[C:10]([Cl:11])[C:4]=2[N:3]=1.C1COCC1.CCN(C(C)C)C(C)C.Cl[CH2:27][O:28][CH2:29][CH2:30][O:31][CH3:32]>CCOC(C)=O>[Cl:1][C:2]1[N:6]([CH2:27][O:28][CH2:29][CH2:30][O:31][CH3:32])[C:5]2[CH:7]=[CH:8][CH:9]=[C:10]([Cl:11])[C:4]=2[N:3]=1. Procedure details: To a mixture of 2,4-dichloro-1H-benzoimidazole (0.550 g, 2.94 mmol) and THF (15 mL) was added DIPEA (1.54 mL, 8.82 mmol) followed by 1-chloromethoxy-2-methoxy-ethane (0.550 g, 4.41 mmol) at 23° C. After stirring for 18 h, EtOAc (100 mL) was added. The organic layer was washed with saturated aqueous NaHCO3 (30 mL) and brine (30 mL). The organic layers were combined, dried, filtered, and concentrated under reduced pressure. The residue was purified (FCC) (10-50% EtOAc/hexanes to yield the titled c...